Dataset: the Open Reaction Database (ORD), a public repository of structured organic reaction records. Task: describe an organic reaction: reactants, conditions, products, and yield Isolated yield 5.8%. The solvent is CC(=O)N(C)C (DMA), CC(=O)N(C)C (DMA), CC(=O)N(C)C (DMA). The reagents and catalysts are CC(C)(C)c1ccc(-c2ccc(C(C)(C)C)cc2)cc1 (4,4'-di-tert-butylbiphenyl), CC(C)(C)C(=O)[O-].[K+] (KOPiv), Cl[Pd]CC=C.C=CC[Pd]Cl ([Pd(allyl)Cl]2), CN(C)c1ccc(P(C2CCCCC2)C2CCCCC2)cc1 (A-caPhos). Yields the product CC(C)(C)NS(=O)(=O)c1cncc(-c2cncn2-c2ccc(C#N)cc2)c1. Starting materials: CC(C)(C)NS(=O)(=O)c1cncc(Br)c1, N#Cc1ccc(-n2ccnc2)cc1. Conditions: temperature 120 celsius, time 24 hour. The reactants are C(C)(=O)OCC1CC=2N(C3=CC=CC=C3C2C(C(=O)Cl)=O)CC1 ([8-(acetoxymethyl)-6,7,8,9-tetrahydropyrido[1,2-a]indol-10-yl]glyoxylyl chloride), Cl.CN1C=C(C2=CC=CC=C12)CC(O)=N (1-methyl-3-indoleacetimidate hydrochloride). Product: C(C)(=O)OCC1CC=2N(C3=CC=CC=C3C2C=2C(NC(C2C2=CN(C3=CC=CC=C23)C)=O)=O)CC1 (3-[8-(acetoxymethyl)-6,7,8,9-tetrahydropyrido[1,2-a]indol- 10-yl ]-4-(1-methyl-3-indolyl)- 1H-pyrrole-2,5-dione). As a reaction SMILES: [C:1]([O:4][CH2:5][CH:6]1[CH2:23][CH2:22][N:9]2[C:10]3[C:15]([C:16]([C:17](=O)[C:18](Cl)=[O:19])=[C:8]2[CH2:7]1)=[CH:14][CH:13]=[CH:12][CH:11]=3)(=[O:3])[CH3:2].Cl.[CH3:25][N:26]1[C:34]2[C:29](=[CH:30][CH:31]=[CH:32][CH:33]=2)[C:28]([CH2:35][C:36](=[NH:38])[OH:37])=[CH:27]1>>[C:1]([O:4][CH2:5][CH:6]1[CH2:23][CH2:22][N:9]2[C:10]3[C:15]([C:16]([C:17]4[C:18](=[O:19])[NH:38][C:36](=[O:37])[C:35]=4[C:28]4[C:29]5[C:34](=[CH:33][CH:32]=[CH:31][CH:30]=5)[N:26]([CH3:25])[CH:27]=4)=[C:8]2[CH2:7]1)=[CH:14][CH:13]=[CH:12][CH:11]=3)(=[O:3])[CH3:2] |f:1.2|. Reported procedure: In a manner analogous to that described in Example 1, 333 mg (1 retool) of [8-(acetoxymethyl)-6,7,8,9-tetrahydropyrido[1,2-a]indol-10-yl]glyoxylyl chloride were treated with 266 mg (1 mmol) of isopopyl 1-methyl-3-indoleacetimidate hydrochloride in different solvents and at various temperatures to give 3-[8-(acetoxymethyl)-6,7,8,9-tetrahydropyrido[1,2-a]indol- 10-yl ]-4-(1-methyl-3-indolyl)- 1H-pyrrole-2,5-dione. The results obtained are compiled in Table I: RXN SMILES: [OH:1][C:2]1[CH:7]=[CH:6][C:5]([O:8][CH3:9])=[CH:4][C:3]=1[C:10]1([S:22][CH3:23])[C:15](=[O:16])[N:14]([CH3:17])[C:13]2[CH:18]=[CH:19][CH:20]=[CH:21][C:12]=2[S:11]1.[CH2:24]([CH:26]([CH2:30]C)[C:27]([OH:29])=[O:28])[CH3:25].[Cl:32][CH2:33][CH2:34][CH:35]=O.Cl.[CH3:38][NH:39][CH2:40][CH:41]([C:43]1[CH:48]=[CH:47][C:46]([O:49][CH3:50])=[C:45]([O:51][CH3:52])[CH:44]=1)[CH3:42]>>[CH2:40]([O:29][CH:27]([O:28][CH2:34][CH3:35])[CH2:26][CH2:30][O:1][C:2]1[CH:7]=[CH:6][C:5]([O:8][CH3:9])=[CH:4][C:3]=1[C:10]1([S:22][CH3:23])[C:15](=[O:16])[N:14]([CH3:17])[C:13]2[CH:18]=[CH:19][CH:20]=[CH:21][C:12]=2[S:11]1)[CH3:41].[CH3:9][O:8][C:5]1[CH:6]=[CH:7][C:2]([O:1][CH2:44][CH2:45][CH:46]=[O:49])=[C:3]([C:10]2([S:22][CH3:23])[C:15](=[O:16])[N:14]([CH3:17])[C:13]3[CH:18]=[CH:19][CH:20]=[CH:21][C:12]=3[S:11]2)[CH:4]=1.[ClH:32].[CH3:9][O:8][C:5]1[CH:6]=[CH:7][C:2]([O:1][CH2:24][CH2:25][CH2:38][N:39]([CH2:40][CH:41]([C:43]2[CH:48]=[CH:47][C:46]([O:49][CH3:50])=[C:45]([O:51][CH3:52])[CH:44]=2)[CH3:42])[CH3:33])=[C:3]([C:10]2([S:22][CH3:23])[C:15](=[O:16])[N:14]([CH3:17])[C:13]3[CH:18]=[CH:19][CH:20]=[CH:21][C:12]=3[S:11]2)[CH:4]=1 |f:1.2,3.4,7.8|. Starting materials: C(C)C(C(=O)O)CC.ClCCC=O (β-chloropropionaldehyde diethyl acetate), Cl.CNCC(C)C1=CC(=C(C=C1)OC)OC (N-methyl-2-(3,4-dimethoxyphenyl)propylamine hydrochloride), OC1=C(C=C(C=C1)OC)C1(SC2=C(N(C1=O)C)C=CC=C2)SC (3,4-Dihydro-2-(2-hydroxy-5-methoxyphenyl)-4-methyl-2-methylthio-3-oxo-2H-1,4-benzothiazine). The yield is 12.8%. Procedure: 3,4-Dihydro-2-(2-hydroxy-5-methoxyphenyl)-4-methyl-2-methylthio-3-oxo-2H-1,4-benzothiazine (5.2 g, compound No. 8), β-chloropropionaldehyde diethyl acetate (3.0 g) and N-methyl-2-(3,4-dimethoxyphenyl)propylamine hydrochloride (5.2 g) are treated by the similar method as in Example 26 to give 4.7 g (64.9%) of 2-[2-(3,3-diethoxypropoxy)-5-methoxyphenyl]-3,4-dihydro-4-methyl-2-methylthio-3-oxo-2H-1,4-benzothiazine (compound No. 21, (IR: neat, cm-1) 1660, 1555, 1048, 750), 2.8 g (72.0%) of 3,4-dihyd... Yields the product C(C)OC(CCOC1=C(C=C(C=C1)OC)C1(SC2=C(N(C1=O)C)C=CC=C2)SC)OCC (2-[2-(3,3-diethoxypropoxy)-5-methoxyphenyl]-3,4-dihydro-4-methyl-2-methylthio-3-oxo-2H-1,4-benzothiazine), COC=1C=CC(=C(C1)C1(SC2=C(N(C1=O)C)C=CC=C2)SC)OCCC=O (3,4-dihydro-2-[5-methoxy-2-(3-oxopropoxy)phenyl]-4-methyl-2-methylthio-3-oxo-2H-1,4-benzothiazine), Cl.COC=1C=CC(=C(C1)C1(SC2=C(N(C1=O)C)C=CC=C2)SC)OCCCN(C)CC(C)C2=CC(=C(C=C2)OC)OC (3,4-Dihydro-2-[5-methoxy-2-[3-[N-methyl-2-(3,4-dimethoxyphenyl)propylamino]propoxy]phenyl]-4-methyl-2-methylthio-3-oxo-2H-1,4-benzothiazine hydrochloride). Reactants: ClC1=CC=C(C=C1)C(C=1C=NN(C1C(=O)OCC)C(C)C)O (ethyl 4-((4-chlorophenyl)(hydroxy)methyl)-1-isopropyl-1H-pyrazole-5-carboxylate), NC=1C=C(C(N(C1)C)=O)Cl (5-amino-3-chloro-1-methylpyridin-2(1H)-one). Solvent: CCOC(=O)C (EtOAc). Product: ClC1=CC(=CN(C1=O)C)NC(C=1C=NN(C1C(=O)OCC)C(C)C)C1=CC=C(C=C1)Cl (ethyl 4-(((5-chloro-1-methyl-6-oxo-1,6-dihydropyridin-3-yl)amino)(4-chlorophenyl)methyl)-1-isopropyl-1H-pyrazole-5-carboxylate). As a reaction SMILES: [Cl:1][C:2]1[CH:7]=[CH:6][C:5]([CH:8](O)[C:9]2[CH:10]=[N:11][N:12]([CH:19]([CH3:21])[CH3:20])[C:13]=2[C:14]([O:16][CH2:17][CH3:18])=[O:15])=[CH:4][CH:3]=1.[NH2:23][C:24]1[CH:25]=[C:26]([Cl:32])[C:27](=[O:31])[N:28]([CH3:30])[CH:29]=1>CCOC(C)=O>[Cl:32][C:26]1[C:27](=[O:31])[N:28]([CH3:30])[CH:29]=[C:24]([NH:23][CH:8]([C:5]2[CH:6]=[CH:7][C:2]([Cl:1])=[CH:3][CH:4]=2)[C:9]2[CH:10]=[N:11][N:12]([CH:19]([CH3:21])[CH3:20])[C:13]=2[C:14]([O:16][CH2:17][CH3:18])=[O:15])[CH:25]=1. Procedure: The title compound was prepared in analogy to the procedure described in Step 10.3 using ethyl 4-((4-chlorophenyl)(hydroxy)methyl)-1-isopropyl-1H-pyrazole-5-carboxylate (Step 36.3) and 5-amino-3-chloro-1-methylpyridin-2(1H)-one (Step 5.2). tR: 5.17 min (HPLC 1); tR: 1.17 min (LC-MS 2); ESI-MS: 463 [M+H]+ (LC-MS 2); Rf=0.53 (EtOAc). Starting materials: C(C)(C)NC(C)C (diisopropylamine), solution, C(CCC)[Li] (n-butyllithium), CCCCCC (hexane), C1(CCCC1)C(=O)O (cyclopentanecarboxylic acid), C(C)(C)(C)OC(C(=C)CCOCC1=CC=CC=C1)=O (2-(2-benzyloxyethyl) acrylic acid tert-butyl ester). The solvent is O1CCCC1 (tetrahydrofuran), O1CCCC1 (tetrahydrofuran), O1CCCC1 (tetrahydrofuran). Conditions: temperature -40 celsius, time 30 minute. Product: C(C1=CC=CC=C1)OCCC(CC1(CCCC1)C(=O)O)C(=O)OC(C)(C)C (1-(4-benzyloxy-2-tert-butoxycarbonylbutyl)cyclopentane carboxylic acid). As a reaction SMILES: C(NC(C)C)(C)C.C([Li])CCC.CCCCCC.[CH:19]1([C:24]([OH:26])=[O:25])[CH2:23][CH2:22][CH2:21][CH2:20]1.[C:27]([O:31][C:32](=[O:45])[C:33]([CH2:35][CH2:36][O:37][CH2:38][C:39]1[CH:44]=[CH:43][CH:42]=[CH:41][CH:40]=1)=[CH2:34])([CH3:30])([CH3:29])[CH3:28]>O1CCCC1>[CH2:38]([O:37][CH2:36][CH2:35][CH:33]([C:32]([O:31][C:27]([CH3:28])([CH3:30])[CH3:29])=[O:45])[CH2:34][C:19]1([C:24]([OH:26])=[O:25])[CH2:23][CH2:22][CH2:21][CH2:20]1)[C:39]1[CH:44]=[CH:43][CH:42]=[CH:41][CH:40]=1. Reported procedure: To a solution of diisopropylamine (2.9 mL, 20.8 mmol) in dry tetrahydrofuran (50 mL) at -50° C. was added a 2.5M solution of n-butyllithium in hexane (8.4 mL, 21 mmol). The mixture was stirred at a temperature from -30° C. to 0° C. over 30 minutes and then cooled again to -40° C. A solution of cyclopentanecarboxylic acid (1.1 mL, 10.1 mmol) in tetrahydrofuran (20 mL) was added and the resulting mixture was allowed to warm to room temperature with stirring over 2 hours. The reaction was cooled to... Reactants: CCOC(C)=O, CO, NCc1ccc(Cl)cc1, COC(=O)c1ccc2sccc2c1O. Yields the product O=C(NCc1ccc(Cl)cc1)c1ccc2sccc2c1O. As a reaction SMILES: [CH3:24][CH2:25][O:26][C:27](=[O:28])[CH3:29].[CH3:30][OH:31].[Cl:1][c:2]1[cH:3][cH:4][c:5]([CH2:6][NH2:7])[cH:8][cH:9]1.[OH:10][c:11]1[c:12]([C:20](=[O:21])[O:22][CH3:23])[cH:13][cH:14][c:15]2[c:16]1[cH:17][cH:18][s:19]2>>[Cl:1][c:2]1[cH:3][cH:4][c:5]([CH2:6][NH:7][C:20]([c:12]2[c:11]([OH:10])[c:16]3[c:15]([cH:14][cH:13]2)[s:19][cH:18][cH:17]3)=[O:21])[cH:8][cH:9]1. The reactants are CN1CCCC1=O, N#Cc1ccc(F)c(C=O)c1Cl, Cl, O, [NH3+]O, O=S(Cl)Cl. Yields the product N#Cc1ccc(F)c(C#N)c1Cl. As a reaction SMILES: [CH3:21][N:22]1[CH2:23][CH2:24][CH2:25][C:26]1=[O:27].[Cl:1][c:2]1[c:3]([C:4]#[N:5])[cH:6][cH:7][c:8]([F:12])[c:9]1[CH:10]=[O:11].[ClH:13].[OH2:20].[OH:14][NH3+:15].[S:16]([Cl:17])([Cl:18])=[O:19]>>[Cl:1][c:2]1[c:3]([C:4]#[N:5])[cH:6][cH:7][c:8]([F:12])[c:9]1[C:10]#[N:15]. Reactants: CC#N, NCC(c1ccccc1)c1ccccc1, O=C(Cl)C(=O)c1c[nH]c2ccccc12. Product: O=C(NCC(c1ccccc1)c1ccccc1)C(=O)c1c[nH]c2ccccc12. As a reaction SMILES: [CH3:30][C:31]#[N:32].[c:15]1([CH:21]([CH2:22][NH2:23])[c:24]2[cH:25][cH:26][cH:27][cH:28][cH:29]2)[cH:16][cH:17][cH:18][cH:19][cH:20]1.[nH:1]1[cH:2][c:3]([C:10]([C:11](=[O:12])[Cl:13])=[O:14])[c:4]2[cH:5][cH:6][cH:7][cH:8][c:9]12>>[nH:1]1[cH:2][c:3]([C:10]([C:11](=[O:12])[NH:23][CH2:22][CH:21]([c:15]2[cH:16][cH:17][cH:18][cH:19][cH:20]2)[c:24]2[cH:25][cH:26][cH:27][cH:28][cH:29]2)=[O:14])[c:4]2[cH:5][cH:6][cH:7][cH:8][c:9]12. The reactants are step-ii, FC1=C(C=CC(=C1)C=1C=C2C(=NC1)N(C=C2C=2C=NN(C2)CC2=CC(=CC=C2)F)S(=O)(=O)C2=CC=C(C)C=C2)N2CCN(CC2)C(=O)OC(C)(C)C (tert-butyl 4-(2-fluoro-4-(3-(1-(3-fluorobenzyl)-1H-pyrazol-4-yl)-1-tosyl-1H-pyrrolo[2,3-b]pyridin-5-yl)phenyl)piperazine-1-carboxylate). The solvent is C(=O)(C(F)(F)F)O.C(Cl)Cl (TFA DCM). Product: FC=1C=C(C=CC1N1CCNCC1)C=1C=C2C(=NC1)N(C=C2C=2C=NN(C2)CC2=CC(=CC=C2)F)S(=O)(=O)C2=CC=C(C)C=C2 (5-(3-fluoro-4-(piperazin-1-yl)phenyl)-3-(1-(3-fluorobenzyl)-1H-pyrazol-4-yl)-1-tosyl-1H-pyrrolo[2,3-b]pyridine). Isolated yield 93.2%. Reaction SMILES: [F:1][C:2]1[CH:7]=[C:6]([C:8]2[CH:9]=[C:10]3[C:16]([C:17]4[CH:18]=[N:19][N:20]([CH2:22][C:23]5[CH:28]=[CH:27][CH:26]=[C:25]([F:29])[CH:24]=5)[CH:21]=4)=[CH:15][N:14]([S:30]([C:33]4[CH:39]=[CH:38][C:36]([CH3:37])=[CH:35][CH:34]=4)(=[O:32])=[O:31])[C:11]3=[N:12][CH:13]=2)[CH:5]=[CH:4][C:3]=1[N:40]1[CH2:45][CH2:44][N:43](C(OC(C)(C)C)=O)[CH2:42][CH2:41]1>C(O)(C(F)(F)F)=O.C(Cl)Cl>[F:1][C:2]1[CH:7]=[C:6]([C:8]2[CH:9]=[C:10]3[C:16]([C:17]4[CH:18]=[N:19][N:20]([CH2:22][C:23]5[CH:28]=[CH:27][CH:26]=[C:25]([F:29])[CH:24]=5)[CH:21]=4)=[CH:15][N:14]([S:30]([C:33]4[CH:34]=[CH:35][C:36]([CH3:37])=[CH:38][CH:39]=4)(=[O:32])=[O:31])[C:11]3=[N:12][CH:13]=2)[CH:5]=[CH:4][C:3]=1[N:40]1[CH2:41][CH2:42][NH:43][CH2:44][CH2:45]1 |f:1.2|. Reported procedure: Using similar reaction conditions as described in step-ii of example-7, tert-butyl 4-(2-fluoro-4-(3-(1-(3-fluorobenzyl)-1H-pyrazol-4-yl)-1-tosyl-1H-pyrrolo[2,3-b]pyridin-5-yl)phenyl)piperazine-1-carboxylate (150 mg, 0.206 mmol) was deprotected in TFA/DCM (1/1 ml) to afford 120 mg (93% yield) of the titled compound. MS: m/z=625.1 (M+1).